Dataset: the Open Reaction Database (ORD), a public repository of structured organic reaction records. Task: describe an organic reaction: reactants, conditions, products, and yield RXN SMILES: [BH3:29].[C-:26]#[N:27].[CH2:24]=[O:25].[CH3:31][C:32]#[N:33].[ClH:30].[NH2:1][c:2]1[n:3][c:4]([NH2:23])[c:5]2[c:6]([n:7]1)[o:8][cH:9][c:10]2[CH2:11][NH:12][c:13]1[cH:14][c:15]2[cH:16][cH:17][cH:18][cH:19][c:20]2[cH:21][cH:22]1.[Na+:28]>>[NH2:1][c:2]1[n:3][c:4]([NH2:23])[c:5]2[c:6]([n:7]1)[o:8][cH:9][c:10]2[CH2:11][N:12]([c:13]1[cH:14][c:15]2[cH:16][cH:17][cH:18][cH:19][c:20]2[cH:21][cH:22]1)[CH3:24]. Reactants: B, [C-]#N, C=O, CC#N, Cl, Nc1nc(N)c2c(CNc3ccc4ccccc4c3)coc2n1, [Na+]. Product: CN(Cc1coc2nc(N)nc(N)c12)c1ccc2ccccc2c1. Starting materials: NC1=NC=CC=C1 (2-aminopyridine), ICC (iodoethane). Product: [I-].NC1=[N+](C=CC=C1)CC (2-amino-1-ethylpyridinium iodide). RXN SMILES: [NH2:1][C:2]1[CH:7]=[CH:6][CH:5]=[CH:4][N:3]=1.[I:8][CH2:9][CH3:10]>>[I-:8].[NH2:1][C:2]1[CH:7]=[CH:6][CH:5]=[CH:4][N+:3]=1[CH2:9][CH3:10] |f:2.3|. Reported procedure: In a 1 L three-necked flask fitted with a reflux condenser were placed 28.2 g of 2-aminopyridine and 60.8 g of iodoethane, and the mixture was stirred under reflux for 2 hours. The reaction mixture was stirred at room temperature for another hour, and the resulting precipitate was filtered under reduced pressure and washed with ethyl acetate (50 ml×2). The residue was dried at room temperature for 3 hours. The reactants are COC(=O)C1C(NC(=O)Cc2ccccc2)C(=O)N1Cc1ccc(OC)cc1OC, CC#N, [K+], [K+], [K+], [K+], O, O=P([O-])([O-])O, O=S(=O)([O-])OOS(=O)(=O)[O-]. Product: COC(=O)C1NC(=O)C1NC(=O)Cc1ccccc1. As a reaction SMILES: [CH3:1][O:2][C:3](=[O:4])[CH:5]1[CH:6]([NH:21][C:22]([CH2:23][c:24]2[cH:25][cH:26][cH:27][cH:28][cH:29]2)=[O:30])[C:7](=[O:20])[N:8]1[CH2:9][c:10]1[cH:11][cH:12][c:13]([O:14][CH3:15])[cH:16][c:17]1[O:18][CH3:19].[CH3:50][C:51]#[N:52].[K+:41].[K+:42].[K+:48].[K+:49].[OH2:53].[P:43]([OH:44])([O-:45])([O-:46])=[O:47].[S:31]([O:32][O:33][S:34]([O-:35])(=[O:36])=[O:37])([O-:38])(=[O:39])=[O:40]>>[CH3:1][O:2][C:3](=[O:4])[CH:5]1[CH:6]([NH:21][C:22]([CH2:23][c:24]2[cH:25][cH:26][cH:27][cH:28][cH:29]2)=[O:30])[C:7](=[O:20])[NH:8]1. Conditions: temperature -78 celsius, time 1 hour. Product: C(=O)O.CN1C(=NC=C1)C(=O)C1=CC=C(C=C1)N1N=C(C=2CCCCC12)C(F)(F)F ((1-methyl-1H-imidazol-2-yl){4-[3-(trifluoromethyl)-4,5,6,7-tetrahydro-1H-indazol-1-yl]phenyl}methanone Formic Acid Salt). Reactants: mixture, C1CCOC1 (THF), C(CCC)[Li] (n-butyl lithium), BrC1=CC=C(C=C1)N1N=C(C=2CCCCC12)C(F)(F)F (1-(4-bromophenyl)-3-(trifluoromethyl)-4,5,6,7-tetrahydro-1H-indazole), IC1=CC=C(C=C1)N1N=C(C=2CCCCC12)C(F)(F)F (1-(4-iodophenyl)-3-(trifluoromethyl)-4,5,6,7-tetrahydro-1H-indazole), CN(C(=O)C=1N(C=CN1)C)OC (N,1-dimethyl-N-(methyloxy)-1H-imidazole-2-carboxamide), CN(C(=O)C=1N(C=CN1)C)OC (N,1-dimethyl-N-(methyloxy)-1H-imidazole-2-carboxamide). Procedure: A stirring mixture of 3-(trifluoromethyl)-4,5,6,7-tetrahydro-1H-indazole (200 mg; 1.05 mmol), 4-bromoiodobenzene (297 mg; 1.05 mmol), K2CO3 (302 mg; 2.18 mmol), CuI (20 mg; 0.11 mmol) and N,N-dimethyl glycine (30 mg; 0.29 mmol) in DMSO (4 mL) was heated at 130° C. for 5 hours 30 minutes. The reaction mixture was partitioned between DCM and water, the organic phase filtered through silica (eluent—methanol), and concentrated in vacuo, giving a brown oil (411 mg). This was purified by column chroma... As a reaction SMILES: Br[C:2]1[CH:7]=[CH:6][C:5]([N:8]2[C:16]3[CH2:15][CH2:14][CH2:13][CH2:12][C:11]=3[C:10]([C:17]([F:20])([F:19])[F:18])=[N:9]2)=[CH:4][CH:3]=1.IC1C=CC(N2C3CCCCC=3C(C(F)(F)F)=N2)=CC=1.C([Li])CCC.CN([O:56][CH3:57])[C:48]([C:50]1[N:51]([CH3:55])[CH:52]=[CH:53][N:54]=1)=[O:49].C1C[O:61]CC1>>[CH:57]([OH:56])=[O:61].[CH3:55][N:51]1[CH:52]=[CH:53][N:54]=[C:50]1[C:48]([C:2]1[CH:7]=[CH:6][C:5]([N:8]2[C:16]3[CH2:15][CH2:14][CH2:13][CH2:12][C:11]=3[C:10]([C:17]([F:20])([F:19])[F:18])=[N:9]2)=[CH:4][CH:3]=1)=[O:49] |f:5.6|. The reactants are C(CCC)[Sn](C=C)(CCCC)CCCC (tributyl(vinyl)stannane), ClC=1OC(=CN1)C(=O)OCC (ethyl 2-chlorooxazole-5-carboxylate). Reagents/catalysts: Cl[Pd]([P](C1=CC=CC=C1)(C2=CC=CC=C2)C3=CC=CC=C3)([P](C4=CC=CC=C4)(C5=CC=CC=C5)C6=CC=CC=C6)Cl (Pd(PPh3)2Cl2). Solvent: O1CCOCC1 (dioxane). Run at temperature 100 celsius, time 4 hour. The product is C(=C)C=1OC(=CN1)C(=O)OCC (ethyl 2-vinyloxazole-5-carboxylate). The yield is 90.4%. As a reaction SMILES: [CH2:1]([Sn](CCCC)(CCCC)C=C)[CH2:2]CC.Cl[C:17]1[O:18][C:19]([C:22]([O:24][CH2:25][CH3:26])=[O:23])=[CH:20][N:21]=1>O1CCOCC1.Cl[Pd](Cl)([P](C1C=CC=CC=1)(C1C=CC=CC=1)C1C=CC=CC=1)[P](C1C=CC=CC=1)(C1C=CC=CC=1)C1C=CC=CC=1>[CH:1]([C:17]1[O:18][C:19]([C:22]([O:24][CH2:25][CH3:26])=[O:23])=[CH:20][N:21]=1)=[CH2:2] |^1:35,54|. Reported procedure: To a solution of tributyl(vinyl)stannane (1.1 mL, 3.83 mmol) and ethyl 2-chlorooxazole-5-carboxylate (546 mg, 3.11 mmol) in dioxane (37 mL) is added Pd(PPh3)2Cl2 (222 mg, 0.32 mmol) at room temperature. After stirring at 100° C. under nitrogen for 4 hours, the solution is cooled to ambient temperature and then quenched with H2O. The crude is diluted with EtOAc, the organic layer is washed with brine, dried over Na2SO4, filtered and concentrated under reduced pressure. The obtained residue is pur...